Dataset: the Open Reaction Database (ORD), a public repository of structured organic reaction records. Task: describe an organic reaction: reactants, conditions, products, and yield Reactants: CC=1C(=C(C(NN1)=O)C1=C(C=C(C=C1F)F)F)C1=CC=CC=C1 (6-methyl-5-phenyl-4-(2,4,6-trifluorophenyl)-2H-pyridazin-3-one), P(=O)(Cl)(Cl)Cl (phosphorus oxychloride). Reaction conditions: temperature 110 celsius, time 1 hour. Product: ClC=1N=NC(=C(C1C1=C(C=C(C=C1F)F)F)C1=CC=CC=C1)C (3-chloro-6-methyl-5-phenyl-4-(2,4,6-trifluorophenyl)pyridazine). Yield: 98.4%. Reaction SMILES: [CH3:1][C:2]1[C:3]([C:18]2[CH:23]=[CH:22][CH:21]=[CH:20][CH:19]=2)=[C:4]([C:9]2[C:14]([F:15])=[CH:13][C:12]([F:16])=[CH:11][C:10]=2[F:17])[C:5](=O)[NH:6][N:7]=1.P(Cl)(Cl)([Cl:26])=O>>[Cl:26][C:5]1[N:6]=[N:7][C:2]([CH3:1])=[C:3]([C:18]2[CH:23]=[CH:22][CH:21]=[CH:20][CH:19]=2)[C:4]=1[C:9]1[C:14]([F:15])=[CH:13][C:12]([F:16])=[CH:11][C:10]=1[F:17]. Procedure details: 1.67 g of 6-methyl-5-phenyl-4-(2,4,6-trifluorophenyl)-2H-pyridazin-3-one and 10 g of phosphorus oxychloride were mixed and stirred at 110° C. for 1 hour. The reaction mixture was allowed to cool down to room temperature and concentrated under reduced pressure. To the residue was added ethyl acetate and ice water, and was separated to two layer. The organic layer was washed sequentially with water and saturated brine, and dried over anhydrous sodium sulfate, then, concentrated under reduced press... The reactants are BrC1=C2CCOC(C2=CC=C1)C=1NCCN1 (2-(5-bromoisochroman-1-yl)-4,5-dihydro-1H-imidazole), C(C)(C)(C)P(C(C)(C)C)C(C)(C)C (tri-tert-butylphosphine), C1(=CC=CC=C1)C (toluene), [Br-].C(C)(C)[Zn+] (isopropyl zinc bromide). The reagents and catalysts are C(C)(=O)[O-].[Pd+2].C(C)(=O)[O-] (palladium(II) acetate). The solvent is C1CCOC1 (THF). Run at time 3 hour. Yields the product C(C)(C)C1=C2CCOC(C2=CC=C1)C=1NCCN1 (2-(5-Isopropylisochroman-1-yl)-4,5-dihydro-1H-imidazole). Reaction SMILES: Br[C:2]1[CH:11]=[CH:10][CH:9]=[C:8]2[C:3]=1[CH2:4][CH2:5][O:6][CH:7]2[C:12]1[NH:13][CH2:14][CH2:15][N:16]=1.[C:17](P(C(C)(C)C)C(C)(C)C)(C)([CH3:19])[CH3:18].C1(C)C=CC=CC=1.[Br-].C([Zn+])(C)C>C1COCC1.C([O-])(=O)C.[Pd+2].C([O-])(=O)C>[CH:17]([C:2]1[CH:11]=[CH:10][CH:9]=[C:8]2[C:3]=1[CH2:4][CH2:5][O:6][CH:7]2[C:12]1[NH:13][CH2:14][CH2:15][N:16]=1)([CH3:19])[CH3:18] |f:3.4,6.7.8|. Procedure details: To a solution of 2-(5-bromoisochroman-1-yl)-4,5-dihydro-1H-imidazole (0.25 g, synthesis method A), palladium(II) acetate (0.01 g), tri-tert-butylphosphine (0.044 ml) and toluene (3 ml) in ice bath temperature was added 6.22 ml of 0.5M isopropyl zinc bromide in THF, and stirred at ambient temperature for 3 hrs. The reaction was quenched with dilute hydrochloric acid, and the organic phase was separated. The aqueous phase was made alkaline with 1M NaOH, and purified with separation methods A and G...